describe an organic reaction: reactants, conditions, products, and yield From a dataset of the Open Reaction Database (ORD), a public repository of structured organic reaction records. Starting materials: C1(C=2C(C(=O)O1)=CC=CC2)=O (Phthalic acid anhydride), NC1=CC=C(C=C1)CC(=O)O (4-amino phenyl acetic acid). Run in C(C)(=O)O (acetic acid). Yields the product O=C1N(C(C2=CC=CC=C12)=O)C1=CC=C(C=C1)CC(=O)O ([4-(1,3-Dioxo-1,3-dihydro-isoindol-2-yl)-phenyl]-acetic acid). Reaction SMILES: [C:1]1(=[O:11])[O:6][C:4](=O)[C:3]2=[CH:7][CH:8]=[CH:9][CH:10]=[C:2]12.[NH2:12][C:13]1[CH:18]=[CH:17][C:16]([CH2:19][C:20]([OH:22])=[O:21])=[CH:15][CH:14]=1>C(O)(=O)C>[O:11]=[C:1]1[C:2]2[C:3](=[CH:7][CH:8]=[CH:9][CH:10]=2)[C:4](=[O:6])[N:12]1[C:13]1[CH:14]=[CH:15][C:16]([CH2:19][C:20]([OH:22])=[O:21])=[CH:17][CH:18]=1. Reported procedure: Phthalic acid anhydride (15.1 g, 102 mmol) and 4-amino phenyl acetic acid (15.2 g, 102 mmol) were dissolved in acetic acid and heated at reflux for 1 hour. Upon cooling on an ice bath, the product crystallized. The solid was filtered off, washed with water, and dried under vacuum overnight. The yield of the title compound was 24.1 g (86%) as an off white solid. Reactants: C(CC#N)#N (malononitrile), C1=COC(=C1)C(C(=O)C2=CC=CO2)O (Furoin), C(C1=CC=CO1)N (furfurylamine), C1(=CC=C(C=C1)S(=O)(=O)O)C (p-toluenesulphonic acid). The solvent is O (water), C1(=CC=CC=C1)C (toluene), C1(=CC=CC=C1)C (toluene), O (water). The product is NC=1N(C(=C(C1C#N)C=1OC=CC1)C=1OC=CC1)CC=1OC=CC1 (2-amino-1-(2-furanylmethyl)-4,5-difuryl-3-pyrrolecarbonitrile), black solid. RXN SMILES: [CH:1]1[CH:5]=[C:4]([CH:6](O)[C:7]([C:9]2[O:13][CH:12]=[CH:11][CH:10]=2)=O)[O:3][CH:2]=1.[CH2:15]([NH2:21])[C:16]1[O:20][CH:19]=[CH:18][CH:17]=1.C1(C)C=CC(S(O)(=O)=O)=CC=1.[C:33](#[N:37])[CH2:34][C:35]#[N:36]>C1(C)C=CC=CC=1.O>[NH2:37][C:33]1[N:21]([CH2:15][C:16]2[O:20][CH:19]=[CH:18][CH:17]=2)[C:7]([C:9]2[O:13][CH:12]=[CH:11][CH:10]=2)=[C:6]([C:4]2[O:3][CH:2]=[CH:1][CH:5]=2)[C:34]=1[C:35]#[N:36]. Reported procedure: 2-amino-1-(2-furanylmethyl)-4,5-difuryl-3-pyrrolecarbonitrile was prepared as follows: 300 g (1.56 mol) of Furoin (ex Aldrich) was reacted with 151.6 g (1.56 mol) of furfurylamine in the presence of 1.5 g of p-toluenesulphonic acid in toluene under stirring and reflux. The water produced was removed via a Dean Stark trap. When formation of water had ceased (31 ml removed), 103.1 g (1.56 mol) of malononitrile was added as a dispersion in 100 ml toluene, reflux was continued. When again formation ... Reactants: Cl (hydrochloric acid), C(C=C)NC1=C(C=NC=C1)[N+](=O)[O-] (allyl-(3-nitropyridin-4-yl)amine), [Sn](Cl)(Cl)(Cl)Cl (tin chloride). Run in ice water. Reaction conditions: temperature 90 celsius, time 30 minute. Product: C(C=C)NC1=C(C(=NC=C1)Cl)N (N*4*-allyl-2-chloropyridine-3,4-diamine). Yield: 93.0%. RXN SMILES: Cl.[CH2:2]([NH:5][C:6]1[CH:11]=[CH:10][N:9]=[CH:8][C:7]=1[N+:12]([O-])=O)[CH:3]=[CH2:4].[Sn](Cl)(Cl)(Cl)[Cl:16]>>[CH2:2]([NH:5][C:6]1[CH:11]=[CH:10][N:9]=[C:8]([Cl:16])[C:7]=1[NH2:12])[CH:3]=[CH2:4]. Reported procedure: 55 ml of 35% hydrochloric acid was added to 3.02 g of allyl-(3-nitropyridin-4-yl)amine, and the mixture was heated to 90° C. 19.1 g of tin chloride was added to the solution, and the mixture was kept at 90° C. for 30 minutes. The reaction solution was cooled in an ice-water bath, and then 250 ml ice/water was added thereto. The reaction solution was concentrated under reduced pressure, and then 250 ml of ammonia-saturated methanol was added thereto. The mixture was stirred for 20 hours. 750 ml o... Starting materials: FC1=CC=C(CC2CCNCC2)C=C1 (4-(4-fluorobenzyl)piperidine), OC1=CC=C2C=C(NC2=C1)C(=O)O (6-hydroxy-1H-indole-2-carboxylic acid). The solvent is C(C)#N (acetonitrile). Yields the product FC1=CC=C(CC2CCN(CC2)C(=O)C=2NC3=CC(=CC=C3C2)O)C=C1 (1-[4-(4-Fluorobenzyl)piperidine-1-yl]-1-(6-hydroxy-1H-indole-2-yl)methanone). Reaction SMILES: [F:1][C:2]1[CH:14]=[CH:13][C:5]([CH2:6][CH:7]2[CH2:12][CH2:11][NH:10][CH2:9][CH2:8]2)=[CH:4][CH:3]=1.[OH:15][C:16]1[CH:24]=[C:23]2[C:19]([CH:20]=[C:21]([C:25](O)=[O:26])[NH:22]2)=[CH:18][CH:17]=1>C(#N)C>[F:1][C:2]1[CH:3]=[CH:4][C:5]([CH2:6][CH:7]2[CH2:8][CH2:9][N:10]([C:25]([C:21]3[NH:22][C:23]4[C:19]([CH:20]=3)=[CH:18][CH:17]=[C:16]([OH:15])[CH:24]=4)=[O:26])[CH2:11][CH2:12]2)=[CH:13][CH:14]=1. Procedure details: The title compound is prepared from 4-(4-fluorobenzyl)piperidine [J. Med. Chem., 35, 4903. (1992)] and 6-hydroxy-1H-indole-2-carboxylic acid in acetonitrile at room temperature. The reaction mixture is concentrated and the residue is purified by column chromatography using Kiesel gel 60 as adsorbent (Merck) and toluene:methanol=4:1 as eluent. Mp.: 180-182° C. (toluene). Starting materials: CCN=C=NCCCN(C)C, CS(=O)(=O)c1ccc(Oc2cc(OC3CCOCC3)c3[nH]c(C4=NCC(CC(=O)O)S4)cc3c2)cn1, CN(C)C=O, Cl, NCCO, O, O, On1nnc2ccccc21. The product is CS(=O)(=O)c1ccc(Oc2cc(OC3CCOCC3)c3[nH]c(C4=NCC(CC(=O)NCCO)S4)cc3c2)cn1. RXN SMILES: [CH2:49]([N:50]=[C:51]=[N:52][CH2:53][CH2:54][CH2:55][N:56]([CH3:57])[CH3:58])[CH3:59].[CH3:1][S:2](=[O:3])(=[O:4])[c:5]1[cH:6][cH:7][c:8]([O:11][c:12]2[cH:13][c:14]3[cH:15][c:16]([C:28]4=[N:32][CH2:31][CH:30]([CH2:33][C:34](=[O:35])[OH:36])[S:29]4)[nH:17][c:18]3[c:19]([O:21][CH:22]3[CH2:23][CH2:24][O:25][CH2:26][CH2:27]3)[cH:20]2)[cH:9][n:10]1.[CH3:64][N:65]([CH3:66])[CH:67]=[O:68].[ClH:48].[NH2:60][CH2:61][CH2:62][OH:63].[OH2:37].[OH2:69].[OH:38][n:39]1[c:40]2[cH:41][cH:42][cH:43][cH:44][c:45]2[n:46][n:47]1>>[CH3:1][S:2](=[O:3])(=[O:4])[c:5]1[cH:6][cH:7][c:8]([O:11][c:12]2[cH:13][c:14]3[cH:15][c:16]([C:28]4=[N:32][CH2:31][CH:30]([CH2:33][C:34](=[O:36])[NH:60][CH2:61][CH2:62][OH:63])[S:29]4)[nH:17][c:18]3[c:19]([O:21][CH:22]3[CH2:23][CH2:24][O:25][CH2:26][CH2:27]3)[cH:20]2)[cH:9][n:10]1. The reactants are CC1(C=2CC(CC2C(CC1)(C)C)C(=O)O)C (4,5,6,7-tetrahydro-4,4,7,7-tetramethyl-2-indanecarboxylic acid), C[Li] (methyl lithium). Solvent: O1CCCC1 (tetrahydrofuran). Conditions: time 3 hour. The product is CC(=O)C1CC=2C(CCC(C2C1)(C)C)(C)C (2,2,5,5-tetramethyl-bicyclo[4.3.0]non-1(6)-en-8-yl methyl ketone). Reaction SMILES: [CH3:1][C:2]1([CH3:16])[CH2:10][CH2:9][C:8]([CH3:12])([CH3:11])[C:7]2[CH2:6][CH:5]([C:13](O)=[O:14])[CH2:4][C:3]1=2.[CH3:17][Li]>O1CCCC1>[CH3:17][C:13]([CH:5]1[CH2:4][C:3]2[C:2]([CH3:16])([CH3:1])[CH2:10][CH2:9][C:8]([CH3:12])([CH3:11])[C:7]=2[CH2:6]1)=[O:14]. Reported procedure: 7.3 g of 4,5,6,7-tetrahydro-4,4,7,7-tetramethyl-2-indanecarboxylic acid are dissolved in 150 ml of tetrahydrofuran and treated slowly while cooling with ice and stirring vigorously with 47.3 ml of methyl lithium (1.6 molar in ether). After stirring for 3 hours at room temperature, the mixture is poured on to ice, extracted with ether, washed with water, dried over sodium sulphate and evaporated. After distillation of the crude product, there are obtained 5.6 g of 2,2,5,5-tetramethyl-bicyclo[4.3.... Starting materials: O (water), C=CC(C)=C (isoprene), C(C)(=O)OC=C (vinyl acetate), (p-Cymene)ruthenium dichloride, Ru, [O-]S(=O)(=O)C(F)(F)F.[Na+] (sodium triflate). The solvent is CO (methanol). Reaction conditions: temperature 100 celsius. Product: C(C)(=O)OC=CCC(C=C)C (4-methylhexa-1,5-dien-1-yl acetate). Reaction SMILES: [O-]S(C(F)(F)F)(=O)=O.[Na+].[CH2:10]=[CH:11][C:12](=[CH2:14])[CH3:13].[C:15]([O:18][CH:19]=[CH2:20])(=[O:17])[CH3:16].O>CO>[C:15]([O:18][CH:19]=[CH:20][CH2:13][CH:12]([CH3:14])[CH:11]=[CH2:10])(=[O:17])[CH3:16] |f:0.1|. Procedure: (p-Cymene)ruthenium dichloride dimer (27.8 mg, 0.091 mmol Ru) and sodium triflate (80 mg, 0.464 mmol) were dissolved in 10 ml of methanol. To the mixed solution were added isoprene (3 ml) and vinyl acetate (5 ml) and the mixture was stirred under heat at 100° C. for 14 hours. The resulting product was poured into water and extracted using toluene and the extract was subjected to a GLC analysis. As a result, it was confirmed that a co-dimer was produced with the conversion rate being 10% and the ...